From a dataset of the Open Reaction Database (ORD), a public repository of structured organic reaction records. describe an organic reaction: reactants, conditions, products, and yield Reactants: COCCOC, [Li]CCCC, CCCCCC, CN(C)c1ccc2c(c1)COC2=O, CCOC(C)=O, CO, O=C1Cc2cc(Cl)ccc2N1, Cl, [Na+], [OH-]. Yields the product CN(C)c1ccc2c(c1)COC2=C1C(=O)Nc2ccc(Cl)cc21. Reaction SMILES: [CH2:39]([CH2:40][O:41][CH3:42])[O:43][CH3:44].[CH3:12][CH2:13][CH2:14][CH2:15][Li:16].[CH3:17][CH2:18][CH2:19][CH2:20][CH2:21][CH3:22].[CH3:23][N:24]([c:25]1[cH:26][c:27]2[c:31]([cH:32][cH:33]1)[C:30](=[O:34])[O:29][CH2:28]2)[CH3:35].[CH3:45][CH2:46][O:47][C:48]([CH3:49])=[O:50].[CH3:51][OH:52].[Cl:1][c:2]1[cH:3][c:4]2[c:8]([cH:9][cH:10]1)[NH:7][C:6](=[O:11])[CH2:5]2.[ClH:36].[Na+:38].[OH-:37]>>[Cl:1][c:2]1[cH:3][c:4]2[c:8]([cH:9][cH:10]1)[NH:7][C:6](=[O:11])[C:5]2=[C:30]1[O:29][CH2:28][c:27]2[cH:26][c:25]([N:24]([CH3:23])[CH3:35])[cH:33][cH:32][c:31]21. Starting materials: ICCCC1=CNC2=CC=C(C=C12)CS(=O)(=O)NC (3-(3-iodopropyl)-N-methyl-1H-indole-5-methanesulfonamide), COC=1C=NC=CC1N1CCNCC1 (1-(3-methoxy-4-pyridinyl)piperazine), C(=O)([O-])[O-].[K+].[K+] (K2CO3). Solvent: CC#N (MeCN). Product: COC=1C(=CC=NC1)N1CCN(CC1)CCCC1=CNC2=CC=C(C=C12)CS(=O)(=O)NC (4-(5-methoxy-4-pyridinyl)-1-[3-[5-[[(methylamino)sulfonyl]methyl]-1-H-indol-3-yl]propyl]piperazine). The yield is 52.0%. Reaction SMILES: I[CH2:2][CH2:3][CH2:4][C:5]1[C:13]2[C:8](=[CH:9][CH:10]=[C:11]([CH2:14][S:15]([NH:18][CH3:19])(=[O:17])=[O:16])[CH:12]=2)[NH:7][CH:6]=1.[CH3:20][O:21][C:22]1[CH:23]=[N:24][CH:25]=[CH:26][C:27]=1[N:28]1[CH2:33][CH2:32][NH:31][CH2:30][CH2:29]1.C([O-])([O-])=O.[K+].[K+]>CC#N>[CH3:20][O:21][C:22]1[C:27]([N:28]2[CH2:29][CH2:30][N:31]([CH2:2][CH2:3][CH2:4][C:5]3[C:13]4[C:8](=[CH:9][CH:10]=[C:11]([CH2:14][S:15]([NH:18][CH3:19])(=[O:17])=[O:16])[CH:12]=4)[NH:7][CH:6]=3)[CH2:32][CH2:33]2)=[CH:26][CH:25]=[N:24][CH:23]=1 |f:2.3.4|. Procedure details: A solution of 3-(3-iodopropyl)-N-methyl-1H-indole-5-methanesulfonamide (0.556 g, 1.26 mmol), 1-(3-methoxy-4-pyridinyl)piperazine (0.4 g, 2.02 mmol), and K2CO3 (0.5 g, 3.6 mmol) in 30 mL of MeCN was heated to reflux for 12 h. The reaction mixture was cooled, concentrated in vacuo, and the residue dissolved EtOAc. The EtOAc solution was washed with water, dried (MgSO4), filtered and concentrated in vacuo. Silica gel chromatography (100:3:1 CH2Cl2 -MeOH-Et3N) of the residue gave 4-(5-methoxy-4-pyri...